Dataset: the Open Reaction Database (ORD), a public repository of structured organic reaction records. Task: describe an organic reaction: reactants, conditions, products, and yield Reaction SMILES: [BH4-:24].[C:1]([CH3:2])([CH3:3])([CH3:4])[O:5][C:6]([N:7]([CH3:8])[CH2:9][c:10]1[cH:11][c:12]([CH:17]=[O:18])[c:13]([Cl:16])[cH:14][cH:15]1)=[O:19].[CH3:26][OH:27].[CH:20]1([NH2:23])[CH2:21][CH2:22]1.[Na+:25]>>[C:1]([CH3:2])([CH3:3])([CH3:4])[O:5][C:6]([N:7]([CH3:8])[CH2:9][c:10]1[cH:11][c:12]([CH2:17][NH:23][CH:20]2[CH2:21][CH2:22]2)[c:13]([Cl:16])[cH:14][cH:15]1)=[O:19]. The reactants are [BH4-], CN(Cc1ccc(Cl)c(C=O)c1)C(=O)OC(C)(C)C, CO, NC1CC1, [Na+]. Product: CN(Cc1ccc(Cl)c(CNC2CC2)c1)C(=O)OC(C)(C)C. RXN SMILES: [B-:37]([F:38])([F:39])([F:40])[F:41].[C:42]([C:43](=[N:44][O:45][C:46]([N:47]([CH3:48])[CH3:49])=[N+:50]([CH3:51])[CH3:52])[C:53]([O:54][CH2:55][CH3:56])=[O:57])#[N:58].[CH3:1][O:2][C:3](=[O:4])[CH2:5][CH2:6][c:7]1[cH:8][cH:9][c:10]([C:11](=[O:12])[OH:13])[cH:14][cH:15]1.[CH3:68][N:69]([CH3:70])[CH:71]=[O:72].[CH:59]([N:60]([CH:61]([CH3:62])[CH3:63])[CH2:64][CH3:65])([CH3:66])[CH3:67].[NH2:16][CH2:17][CH:18]([C:19](=[O:20])[O:21][C:22]([CH3:23])([CH3:24])[CH3:25])[NH:26][C:27](=[O:28])[O:29][CH2:30][c:31]1[cH:32][cH:33][cH:34][cH:35][cH:36]1>>[CH3:1][O:2][C:3](=[O:4])[CH2:5][CH2:6][c:7]1[cH:8][cH:9][c:10]([C:11](=[O:13])[NH:16][CH2:17][CH:18]([C:19](=[O:20])[O:21][C:22]([CH3:23])([CH3:24])[CH3:25])[NH:26][C:27](=[O:28])[O:29][CH2:30][c:31]2[cH:32][cH:33][cH:34][cH:35][cH:36]2)[cH:14][cH:15]1. The reactants are F[B-](F)(F)F, CCOC(=O)C(C#N)=NOC(N(C)C)=[N+](C)C, COC(=O)CCc1ccc(C(=O)O)cc1, CN(C)C=O, CCN(C(C)C)C(C)C, CC(C)(C)OC(=O)C(CN)NC(=O)OCc1ccccc1. Yields the product COC(=O)CCc1ccc(C(=O)NCC(NC(=O)OCc2ccccc2)C(=O)OC(C)(C)C)cc1. Reactants: [Br-].C(C)(C)(C)OC(=O)N[C@H](C(=O)O[C@H]1C[N+]2(CCC1CC2)CCOC2=CC=CC=C2)CC2=CC=CC=C2 ((R)-3-((S)-2-tertbutoxycarbonylamino-phenylpropanoyloxy)-1-(2-phenoxyethyl)-1-azonia-bicyclo[2.2.2]octane bromide), FC(C(=O)O)(F)F (trifluoroacetic acid). Solvent: C(Cl)Cl (DCM). Run at time 8 hour. Yields the product FC(C(=O)[O-])(F)F.FC(C(=O)[O-])(F)F.N[C@H](C(=O)O[C@H]1C[N+]2(CCC1CC2)CCOC2=CC=CC=C2)CC2=CC=CC=C2.N[C@H](C(=O)O[C@H]2C[N+]1(CCC2CC1)CCOC1=CC=CC=C1)CC1=CC=CC=C1 ((R)-3-((S)-2-amino-phenylpropanoyloxy)-1-(2-phenoxyethyl)-1-azonia-bicyclo[2.2.2]octane trifluoroacetate trifluoroacetate). The yield is 41.6%. RXN SMILES: [Br-].C(OC([NH:9][C@@H:10]([CH2:31][C:32]1[CH:37]=[CH:36][CH:35]=[CH:34][CH:33]=1)[C:11]([O:13][C@@H:14]1[CH:19]2[CH2:20][CH2:21][N+:16]([CH2:22][CH2:23][O:24][C:25]3[CH:30]=[CH:29][CH:28]=[CH:27][CH:26]=3)([CH2:17][CH2:18]2)[CH2:15]1)=[O:12])=O)(C)(C)C.[F:38][C:39]([F:44])([F:43])[C:40]([OH:42])=[O:41]>C(Cl)Cl>[F:38][C:39]([F:44])([F:43])[C:40]([O-:42])=[O:41].[F:38][C:39]([F:44])([F:43])[C:40]([O-:42])=[O:41].[NH2:9][C@@H:10]([CH2:31][C:32]1[CH:33]=[CH:34][CH:35]=[CH:36][CH:37]=1)[C:11]([O:13][C@@H:14]1[CH:19]2[CH2:20][CH2:21][N+:16]([CH2:22][CH2:23][O:24][C:25]3[CH:26]=[CH:27][CH:28]=[CH:29][CH:30]=3)([CH2:17][CH2:18]2)[CH2:15]1)=[O:12].[NH2:9][C@@H:10]([CH2:31][C:32]1[CH:33]=[CH:34][CH:35]=[CH:36][CH:37]=1)[C:11]([O:13][C@@H:14]1[CH:19]2[CH2:20][CH2:21][N+:16]([CH2:22][CH2:23][O:24][C:25]3[CH:26]=[CH:27][CH:28]=[CH:29][CH:30]=3)([CH2:17][CH2:18]2)[CH2:15]1)=[O:12] |f:0.1,4.5.6.7|. Procedure: To a solution of (R)-3-((S)-2-tertbutoxycarbonylamino-phenylpropanoyloxy)-1-(2-phenoxyethyl)-1-azonia-bicyclo[2.2.2]octane bromide (I148) (0.53 mmol) in DCM (5 mL), is added trifluoroacetic acid (0.50 mL, 4.41 mmol) and the mixture stirred at RT overnight. The solvent is evaporated and the resulting crude is purified by preparative LC-MS in order to obtain the title compound as a brown gummy solid (112 mg, 43% overall yield, trifluoroacetate salt and trifluoroacetate anion, single diastereoisome... Starting materials: Cl.ClC1=NC(=CC(=C1)C(=N)N)Cl (2,6-dichloropyridine-4-carboxamidine hydrochloride), C([O-])(O)=O.[Na+] (sodium bicarbonate), ice water, CC(C(=O)OC)=CCC (methyl 2-methyl-2-pentenoate). Run in CN(C=O)C (dimethylformamide). Reaction conditions: time 8 hour. The product is ClC1=NC(=CC(=C1)C=1NC(C(C(N1)=O)C(=O)OC)CC)Cl (2-(2,6-dichloro-4-pyridyl)-6-ethyl-5-methoxycarbonyl-5,6-dihydropyrimidine-4-one). Yield: 78.6%. As a reaction SMILES: Cl.[Cl:2][C:3]1[CH:8]=[C:7]([C:9]([NH2:11])=[NH:10])[CH:6]=[C:5]([Cl:12])[N:4]=1.C(=O)(O)[O-:14].[Na+].[CH3:18][C:19](=[CH:24][CH2:25][CH3:26])[C:20]([O:22][CH3:23])=[O:21]>CN(C)C=O>[Cl:2][C:3]1[CH:8]=[C:7]([C:9]2[NH:11][CH:24]([CH2:25][CH3:26])[CH:19]([C:20]([O:22][CH3:23])=[O:21])[C:18](=[O:14])[N:10]=2)[CH:6]=[C:5]([Cl:12])[N:4]=1 |f:0.1,2.3|. Procedure: To 10.6 g (46.8 mmol) of 2,6-dichloropyridine-4-carboxamidine hydrochloride in 100 mL of dimethylformamide was added 4.62 g of sodium bicarbonate followed by 10 g (46.8 mmol) of 80% methyl 2-methyl-2-pentenoate. The reaction was stirred at room temperature overnight before pouring onto 300 mL of ice water. The resultant pale yellow precipitate was collected by vacuum filtration and yields 12.15 g (36.8 mmol, 79%) of desired product with mp=188°-189° C. The reactants are C1CCOC1, COC(=O)C(Cc1cc(C)c(OC)c(C)c1)OC(=O)N1CCC(N2CCc3ccccc3NC2=O)CC1, O. Product: COc1c(C)cc(CC(OC(=O)N2CCC(N3CCc4ccccc4NC3=O)CC2)C(=O)O)cc1C. As a reaction SMILES: [CH2:39]1[O:40][CH2:41][CH2:42][CH2:43]1.[O:1]=[C:2]1[NH:3][c:4]2[c:5]([cH:34][cH:35][cH:36][cH:37]2)[CH2:6][CH2:7][N:8]1[CH:9]1[CH2:10][CH2:11][N:12]([C:15](=[O:16])[O:17][CH:18]([CH2:19][c:20]2[cH:21][c:22]([CH3:29])[c:23]([O:27][CH3:28])[c:24]([CH3:26])[cH:25]2)[C:30](=[O:31])[O:32][CH3:33])[CH2:13][CH2:14]1.[OH2:38]>>[O:1]=[C:2]1[NH:3][c:4]2[c:5]([cH:34][cH:35][cH:36][cH:37]2)[CH2:6][CH2:7][N:8]1[CH:9]1[CH2:10][CH2:11][N:12]([C:15](=[O:16])[O:17][CH:18]([CH2:19][c:20]2[cH:21][c:22]([CH3:29])[c:23]([O:27][CH3:28])[c:24]([CH3:26])[cH:25]2)[C:30](=[O:31])[OH:32])[CH2:13][CH2:14]1. The reactants are BrC1=CC=C(C=C1)C1=C(C=C2C(=N1)N(C(=N2)O[C@@H]2CO[C@H]1[C@@H]2OC[C@H]1O)COCC[Si](C)(C)C)Cl ((3R,3aR,6R,6aR)-6-(5-(4-bromophenyl)-6-chloro-3-((2-(trimethylsilyl)ethoxy)methyl)-3H-imidazo[4,5-b]pyridin-2-yloxy)hexahydrofuro[3,2-b]furan-3-ol), N1CCC(CC1)NC(OC1CCCC1)=O (cyclopentyl piperidin-4-ylcarbamate), Intermediate 23. Product: ClC=1C=C2C(=NC1C1=CC=C(C=C1)N1CCC(CC1)NC(OC1CCCC1)=O)N(C(=N2)O[C@H]2[C@@H]1[C@H](OC2)[C@@H](CO1)O)COCC[Si](C)(C)C (Cyclopentyl 1-(4-(6-chloro-2-((3R,3aR,6R,6aR)-6-hydroxyhexahydrofuro[3,2-b]furan-3-yloxy)-3-((2-(trimethylsilyl)ethoxy)methyl)-3H-imidazo[4,5-b]pyridin-5-yl)phenyl)piperidin-4-ylcarbamate). RXN SMILES: Br[C:2]1[CH:7]=[CH:6][C:5]([C:8]2[N:13]=[C:12]3[N:14]([CH2:27][O:28][CH2:29][CH2:30][Si:31]([CH3:34])([CH3:33])[CH3:32])[C:15]([O:17][C@H:18]4[C@H:22]5[O:23][CH2:24][C@@H:25]([OH:26])[C@H:21]5[O:20][CH2:19]4)=[N:16][C:11]3=[CH:10][C:9]=2[Cl:35])=[CH:4][CH:3]=1.[NH:36]1[CH2:41][CH2:40][CH:39]([NH:42][C:43](=[O:50])[O:44][CH:45]2[CH2:49][CH2:48][CH2:47][CH2:46]2)[CH2:38][CH2:37]1>>[Cl:35][C:9]1[CH:10]=[C:11]2[N:16]=[C:15]([O:17][C@@H:18]3[CH2:19][O:20][C@@H:21]4[C@H:25]([OH:26])[CH2:24][O:23][C@H:22]34)[N:14]([CH2:27][O:28][CH2:29][CH2:30][Si:31]([CH3:34])([CH3:33])[CH3:32])[C:12]2=[N:13][C:8]=1[C:5]1[CH:6]=[CH:7][C:2]([N:36]2[CH2:37][CH2:38][CH:39]([NH:42][C:43](=[O:50])[O:44][CH:45]3[CH2:49][CH2:48][CH2:47][CH2:46]3)[CH2:40][CH2:41]2)=[CH:3][CH:4]=1. Procedure details: The title compound is prepared from (3R,3aR,6R,6aR)-6-(5-(4-bromophenyl)-6-chloro-3-((2-(trimethylsilyl)ethoxy)methyl)-3H-imidazo[4,5-b]pyridin-2-yloxy)hexahydrofuro[3,2-b]furan-3-ol and cyclopentyl piperidin-4-ylcarbamate following a procedure analogous to that described for Intermediate 23. LC (method 1): tR=1.09 min; Mass spectrum (ESI+): m/z=714 [M+H]+. Reactants: Cl (hydrochloric acid), ClC=1C=CC2=C(C(CCCN2C(C2=CN=C(C=C2)NC(C2=C(C=CC=C2)C)=O)=O)CC(=O)OC)C1 (7-chloro-5-methoxycarbonylmethyl-1-[6-(2-methylbenzoylamino)nicotinoyl]-2,3,4,5-tetrahydro-1H-benzazepine), O (Water), [OH-].[Na+] (sodium hydroxide). Solvent: C(C)O (ethanol). Reaction conditions: time 4 hour. Product: ClC=1C=CC2=C(C(CCCN2C(C2=CN=C(C=C2)NC(C2=C(C=CC=C2)C)=O)=O)CC(=O)O)C1 (7-chloro-5-carboxymethyl-1-[6-(2 -methylbenzoylamino)nicotinoyl]-2,3,4,5-tetrahydro-1H-benzazepine). Isolated yield 96.5%. RXN SMILES: [Cl:1][C:2]1[CH:3]=[CH:4][C:5]2[N:11]([C:12](=[O:29])[C:13]3[CH:18]=[CH:17][C:16]([NH:19][C:20](=[O:28])[C:21]4[CH:26]=[CH:25][CH:24]=[CH:23][C:22]=4[CH3:27])=[N:15][CH:14]=3)[CH2:10][CH2:9][CH2:8][CH:7]([CH2:30][C:31]([O:33]C)=[O:32])[C:6]=2[CH:35]=1.[OH-].[Na+].O.Cl>C(O)C>[Cl:1][C:2]1[CH:3]=[CH:4][C:5]2[N:11]([C:12](=[O:29])[C:13]3[CH:18]=[CH:17][C:16]([NH:19][C:20](=[O:28])[C:21]4[CH:26]=[CH:25][CH:24]=[CH:23][C:22]=4[CH3:27])=[N:15][CH:14]=3)[CH2:10][CH2:9][CH2:8][CH:7]([CH2:30][C:31]([OH:33])=[O:32])[C:6]=2[CH:35]=1 |f:1.2|. Procedure: To a suspension of 7-chloro-5-methoxycarbonylmethyl-1-[6-(2-methylbenzoylamino)nicotinoyl]-2,3,4,5-tetrahydro-1H-benzazepine (1.6 g) in ethanol (20 ml) is added 5N aqueous sodium hydroxide solution (4 ml), and the mixture is stirred at room temperature for 4 hours. Water is added to the reaction solution, and the mixture is made weak acidic with diluted hydrochloric acid, and extracted with dichloromethane. The extract is washed with water, dried over magnesium sulfate, and evaporated under redu... The reactants are O.ON1N=NC2=C1C=CC=C2 (1-hydroxybenzotriazole hydrate), Cl.C(C)N=C=NCCCN(C)C (1-ethyl-3-(3′-dimethylaminopropyl)carbodiimide hydrochloride), Compound 179, BrC1=C(SC=C1)C(=O)O (bromo-thiophene-2-carboxylic acid), N (NH3). Run in O (Water), CN(C)C=O (DMF). The product is BrC=1C=C(SC1)C(=O)N (4-Bromo-thiophene-2-carboxylic acid amide), solid. Yield: 78.0%. Reaction SMILES: [Br:1][C:2]1C=C[S:4][C:3]=1C(O)=O.Cl.C(N=C=N[CH2:16][CH2:17][CH2:18][N:19](C)C)C.O.[OH:23]N1C2C=CC=CC=2N=N1.N>CN(C=O)C.O>[Br:1][C:2]1[CH:16]=[C:17]([C:18]([NH2:19])=[O:23])[S:4][CH:3]=1 |f:1.2,3.4|. Reported procedure: In the same way as described for Compound 179, step 2, using 4 bromo-thiophene-2-carboxylic acid (2.0 g, 9.66 mmol), 1-ethyl-3-(3′-dimethylaminopropyl)carbodiimide hydrochloride (2.04 g, 10.63 mmol), 1-hydroxybenzotriazole hydrate (1.44 g, 10.63 mmol) and aq. NH3 (1 ml, 17.3 mmol) in DMF (20 ml). Water is added to the reaction mixture and the resultant precipitate is collected by filtration and washed with 1M NaOH, H2O and petrol. The title compound is isolated as a white solid (1.56 g, 78%). Reactants: COCCBr (2-bromoethyl methyl ether), C(C)OC(=O)C1CCC(CC1)=C (4-methylene-cyclohexanecarboxylic acid ethyl ester), [Li+].CC(C)[N-]C(C)C (LDA), C(=O)([O-])[O-].[Na+].[Na+] (Na2CO3). Run in C1CCOC1 (THF), C1CCOC1 (THF), C1CCOC1 (THF), O (Water). Conditions: time 3 hour. Product: C(C)OC(=O)C1(CCC(CC1)=C)CCOC (1-(2-Methoxy-ethyl)-4-methylene-cyclohexanecarboxylic acid ethyl ester). As a reaction SMILES: [CH2:1]([O:3][C:4]([CH:6]1[CH2:11][CH2:10][C:9](=[CH2:12])[CH2:8][CH2:7]1)=[O:5])[CH3:2].[Li+].CC([N-]C(C)C)C.[CH3:21][O:22][CH2:23][CH2:24]Br.C([O-])([O-])=O.[Na+].[Na+]>C1COCC1.O>[CH2:1]([O:3][C:4]([C:6]1([CH2:24][CH2:23][O:22][CH3:21])[CH2:11][CH2:10][C:9](=[CH2:12])[CH2:8][CH2:7]1)=[O:5])[CH3:2] |f:1.2,4.5.6|. Procedure details: A solution of 5 g (30 mmol) 4-methylene-cyclohexanecarboxylic acid ethyl ester (commercially available) in 19 mL THF was added to 59 mmol LDA in 75 mL THF at −5° C. and stirred for 3 h. 8.2 g (59 mmol) 2-bromoethyl methyl ether in 10 mL THF was added and the mixture was allowed to stir to room temperature and stirred additionally over night. Water and 2M Na2CO3 aq. was added and the mixture was evaporated to dryness. The residue was taken up in ethyl acetate washed with water and brine, dried wi...